This data is from the Open Reaction Database (ORD), a public repository of structured organic reaction records. The task is: describe an organic reaction: reactants, conditions, products, and yield Reactants: [Si](C)(C)(C(C)(C)C)OCC1=C(C=CC=C1)S (2-(tert-butyl-dimethylsilanyloxymethyl)benzenethiol), BrC=1C=CC=NC1 (5-bromopyridine), C([O-])([O-])=O.[Cs+].[Cs+] (cesium carbonate), CN1C(CCC1)=O (N-methylpyrrolidone). The solvent is O (water). Conditions: temperature 100 celsius. Product: [Si](C)(C)(C(C)(C)C)OCC1=C(C=CC=C1)SC=1C=NC=NC1 (5-[2-(tert-butyl-dimethylsilanyloxymethyl)phenylsulfanyl]pyrimidine). Reaction SMILES: [Si:1]([O:8][CH2:9][C:10]1[CH:15]=[CH:14][CH:13]=[CH:12][C:11]=1[SH:16])([C:4]([CH3:7])([CH3:6])[CH3:5])([CH3:3])[CH3:2].BrC1[CH:19]=[CH:20][CH:21]=[N:22][CH:23]=1.C(=O)([O-])[O-].[Cs+].[Cs+].C[N:31]1CCCC1=O>O>[Si:1]([O:8][CH2:9][C:10]1[CH:15]=[CH:14][CH:13]=[CH:12][C:11]=1[S:16][C:20]1[CH:21]=[N:22][CH:23]=[N:31][CH:19]=1)([C:4]([CH3:7])([CH3:6])[CH3:5])([CH3:3])[CH3:2] |f:2.3.4|. Procedure: A mixture of 2-(tert-butyl-dimethylsilanyloxymethyl)benzenethiol (5.6 g), 5-bromopyridine (4.6 g), cesium carbonate (11 g) and N-methylpyrrolidone (25 mL) was heated at 100° C. for 2 hours. The mixture was diluted with water and extracted with diethyl ether. The combined organic extract was washed with water and saturated aqueous sodium chloride solution and dried over magnesium sulfate. The solvent was removed under reduced pressure and the residue was purified by column chromatography on silic... Reactants: C(C)(=O)O[C@@H](CCCCN1C(=O)N(C=2N=C(N(C2C1=O)CC1=CC=CC=C1)CNOC(C(F)(F)F)=O)C)C ((R)-1-(5-acetoxyhexyl)-7-benzyl-3-methyl-8-(N-(trifluoroacetoxy)aminomethyl)xanthine), [H][H] (hydrogen). The reagents and catalysts are [Pd] (palladium on carbon). Solvent: C(C)(=O)O (acetic acid). Product: C(C)(=O)O[C@@H](CCCCN1C(=O)N(C=2N=C(NC2C1=O)CNOC(C(F)(F)F)=O)C)C ((R)-1-(5-acetoxyhexyl)-3-methyl-8-(N-(trifluoroacetoxy)aminomethyl)xanthine). The yield is 82.0%. As a reaction SMILES: [C:1]([O:4][C@H:5]([CH3:38])[CH2:6][CH2:7][CH2:8][CH2:9][N:10]1[C:19](=[O:20])[C:18]2[N:17](CC3C=CC=CC=3)[C:16]([CH2:28][NH:29][O:30][C:31](=[O:36])[C:32]([F:35])([F:34])[F:33])=[N:15][C:14]=2[N:13]([CH3:37])[C:11]1=[O:12])(=[O:3])[CH3:2].[H][H]>[Pd].C(O)(=O)C>[C:1]([O:4][C@H:5]([CH3:38])[CH2:6][CH2:7][CH2:8][CH2:9][N:10]1[C:19](=[O:20])[C:18]2[NH:17][C:16]([CH2:28][NH:29][O:30][C:31](=[O:36])[C:32]([F:35])([F:33])[F:34])=[N:15][C:14]=2[N:13]([CH3:37])[C:11]1=[O:12])(=[O:3])[CH3:2]. Reported procedure: A mixture of (R)-1-(5-acetoxyhexyl)-7-benzyl-3-methyl-8-(N-(trifluoroacetoxy)aminomethyl)xanthine (1.0 g, 1.9 mmol) and 10% palladium on carbon (50% water, 300 mg) in glacial acetic acid (50 ml) was treated with hydrogen gas (80 psi) on a Parr sharker at room temperature for 18 hours. After filtering through a pad of celite, the filtrate was concentrated under reduced pressure to provide (R)-1-(5-acetoxyhexyl)-3-methyl-8-(N-(trifluoroacetoxy)aminomethyl)xanthine (700 mg, 85% yield) as a white po... Reaction SMILES: [C:13](#[CH:14])[c:15]1[cH:16][cH:17][c:18]([F:21])[cH:19][cH:20]1.[C:1]([CH3:2])(=[O:3])[O:4][c:5]1[c:6]([I:12])[n:7][c:8]([Br:11])[cH:9][cH:10]1.[Cu:22][I:23]>>[C:1]([CH3:2])(=[O:3])[O:4][c:5]1[c:6]([C:14]#[C:13][c:15]2[cH:16][cH:17][c:18]([F:21])[cH:19][cH:20]2)[n:7][c:8]([Br:11])[cH:9][cH:10]1. Reactants: C#Cc1ccc(F)cc1, CC(=O)Oc1ccc(Br)nc1I, [Cu]I. Product: CC(=O)Oc1ccc(Br)nc1C#Cc1ccc(F)cc1. Reactants: Cn1cc(-c2cc(OCc3ccccc3)c3ccnn3c2)cn1, CCO, [H][H], [OH-], [OH-], [Pd+2]. The product is Cn1cc(-c2cc(O)c3ccnn3c2)cn1. Reaction SMILES: [CH2:1]([c:2]1[cH:3][cH:4][cH:5][cH:6][cH:7]1)[O:8][c:9]1[c:10]2[n:11]([cH:12][c:13](-[c:15]3[cH:16][n:17][n:18]([CH3:20])[cH:19]3)[cH:14]1)[n:21][cH:22][cH:23]2.[CH3:26][CH2:27][OH:28].[H:24][H:25].[OH-:29].[OH-:31].[Pd+2:30]>>[OH:8][c:9]1[c:10]2[n:11]([cH:12][c:13](-[c:15]3[cH:16][n:17][n:18]([CH3:20])[cH:19]3)[cH:14]1)[n:21][cH:22][cH:23]2.